From a dataset of the Open Reaction Database (ORD), a public repository of structured organic reaction records. describe an organic reaction: reactants, conditions, products, and yield Starting materials: c1ccc(CNc2ccccc2)cc1, COc1ccc(P(=O)(Cl)Cl)cc1OC, CCOCC. Yields the product COc1ccc(P2(=O)c3ccccc3CN2c2ccccc2)cc1OC. Reaction SMILES: [CH2:1]([c:2]1[cH:3][cH:4][cH:5][cH:6][cH:7]1)[NH:8][c:9]1[cH:10][cH:11][cH:12][cH:13][cH:14]1.[CH3:15][O:16][c:17]1[cH:18][c:19]([P:25](=[O:26])([Cl:27])[Cl:28])[cH:20][cH:21][c:22]1[O:23][CH3:24].[CH3:29][CH2:30][O:31][CH2:32][CH3:33]>>[CH2:1]1[c:2]2[c:3]([cH:4][cH:5][cH:6][cH:7]2)[P:25]([c:19]2[cH:18][c:17]([O:16][CH3:15])[c:22]([O:23][CH3:24])[cH:21][cH:20]2)(=[O:26])[N:8]1[c:9]1[cH:10][cH:11][cH:12][cH:13][cH:14]1. Starting materials: Cl.C(C)(C)SC1=CC=C(C=C1)C(C(C)NCCCCCCCC)O (1-(4-isopropylthiophenyl)-2-n-octylamino-1-propanol hydrochloride), C(CCC)(=O)Cl (butyryl chloride). Run in C(C)#N (acetonitrile), C(C)#N (acetonitrile). Product: Cl.C(CCC)(=O)OC(C(C)NCCCCCCCC)C1=CC=C(C=C1)SC(C)C (1-Butyryloxy-1-(4-isopropylthiophenyl)-2-n-octylaminopropane hydrochloride). RXN SMILES: Cl.[CH:2]([S:5][C:6]1[CH:11]=[CH:10][C:9]([CH:12]([OH:24])[CH:13]([NH:15][CH2:16][CH2:17][CH2:18][CH2:19][CH2:20][CH2:21][CH2:22][CH3:23])[CH3:14])=[CH:8][CH:7]=1)([CH3:4])[CH3:3].[C:25]([Cl:30])(=[O:29])[CH2:26][CH2:27][CH3:28]>C(#N)C>[ClH:30].[C:25]([O:24][CH:12]([C:9]1[CH:10]=[CH:11][C:6]([S:5][CH:2]([CH3:4])[CH3:3])=[CH:7][CH:8]=1)[CH:13]([NH:15][CH2:16][CH2:17][CH2:18][CH2:19][CH2:20][CH2:21][CH2:22][CH3:23])[CH3:14])(=[O:29])[CH2:26][CH2:27][CH3:28] |f:0.1,4.5|. Procedure: A mixture made of 10 gr (27 mmol) of 1-(4-isopropylthiophenyl)-2-n-octylamino-1-propanol hydrochloride and 11.4 gr (107 mmol) of butyryl chloride is heated at reflux temperature until a limpid solution is obtained. 10 ml of acetonitrile are added and reflux is maintained for about 2 hours. The solution so obtained is diluted with 40 ml of acetonitrile before being cooled. The white solid if filtered off. After recrystallisation from acetonitrile, the product weights 6.4 gr (14 mmol, 52%) and has... The reactants are CCC(CC)c1cc(C)nn2c(-c3sc(N4CCOCC4)nc3Br)c(C)nc12, COCCOC, CCO, ClCCl, O, O, OB(O)c1ccccc1, c1ccc(P(c2ccccc2)(c2ccccc2)[Pd](P(c2ccccc2)(c2ccccc2)c2ccccc2)(P(c2ccccc2)(c2ccccc2)c2ccccc2)P(c2ccccc2)(c2ccccc2)c2ccccc2)cc1. Product: CCC(CC)c1cc(C)nn2c(-c3sc(N4CCOCC4)nc3-c3ccccc3)c(C)nc12. Reaction SMILES: [Br:1][c:2]1[n:3][c:4]([N:23]2[CH2:24][CH2:25][O:26][CH2:27][CH2:28]2)[s:5][c:6]1-[c:7]1[c:8]([CH3:22])[n:9][c:10]2[n:11]1[n:12][c:13]([CH3:21])[cH:14][c:15]2[CH:16]([CH2:17][CH3:18])[CH2:19][CH3:20].[CH3:42][O:43][CH2:44][CH2:45][O:46][CH3:47].[CH3:49][CH2:50][OH:51].[Cl:38][CH2:39][Cl:40].[OH2:41].[OH2:48].[OH:29][B:30]([OH:31])[c:32]1[cH:33][cH:34][cH:35][cH:36][cH:37]1.[cH:52]1[cH:53][cH:54][c:55]([P:56]([Pd:57]([P:58]([c:59]2[cH:60][cH:61][cH:62][cH:63][cH:64]2)([c:65]2[cH:66][cH:67][cH:68][cH:69][cH:70]2)[c:71]2[cH:72][cH:73][cH:74][cH:75][cH:76]2)([P:77]([c:78]2[cH:79][cH:80][cH:81][cH:82][cH:83]2)([c:84]2[cH:85][cH:86][cH:87][cH:88][cH:89]2)[c:90]2[cH:91][cH:92][cH:93][cH:94][cH:95]2)[P:96]([c:97]2[cH:98][cH:99][cH:100][cH:101][cH:102]2)([c:103]2[cH:104][cH:105][cH:106][cH:107][cH:108]2)[c:109]2[cH:110][cH:111][cH:112][cH:113][cH:114]2)([c:115]2[cH:116][cH:117][cH:118][cH:119][cH:120]2)[c:121]2[cH:122][cH:123][cH:124][cH:125][cH:126]2)[cH:127][cH:128]1>>[c:2]1(-[c:32]2[cH:33][cH:34][cH:35][cH:36][cH:37]2)[n:3][c:4]([N:23]2[CH2:24][CH2:25][O:26][CH2:27][CH2:28]2)[s:5][c:6]1-[c:7]1[c:8]([CH3:22])[n:9][c:10]2[n:11]1[n:12][c:13]([CH3:21])[cH:14][c:15]2[CH:16]([CH2:17][CH3:18])[CH2:19][CH3:20]. Reactants: C(C)Br (ethyl bromide), O (water), N1=CC(=CC=C1)NC([C@@H](CC(=O)O)NC(=O)OC(C)(C)C)=O (N-(3-pyridyl)-3(R)-(tert-butoxycarbonylamino)succinamic acid), C(O)([O-])=O.[Na+] (sodium hydrogen carbonate). Solvent: CN(C=O)C (N,N-dimethylformamide), CN(C=O)C (N,N-dimethylformamide). Run at time 4 day. The product is C(C)OC(C[C@H](C(=O)NC=1C=NC=CC1)NC(=O)OC(C)(C)C)=O (N-(3-pyridyl)-3(R)-(tert-butoxycarbonylamino)succinamic acid ethyl ester). Yield: 57.8%. Reaction SMILES: [N:1]1[CH:6]=[CH:5][CH:4]=[C:3]([NH:7][C:8](=[O:22])[C@H:9]([NH:14][C:15]([O:17][C:18]([CH3:21])([CH3:20])[CH3:19])=[O:16])[CH2:10][C:11]([OH:13])=[O:12])[CH:2]=1.C(=O)([O-])O.[Na+].[CH2:28](Br)[CH3:29].O>CN(C)C=O>[CH2:28]([O:12][C:11](=[O:13])[CH2:10][C@@H:9]([NH:14][C:15]([O:17][C:18]([CH3:19])([CH3:21])[CH3:20])=[O:16])[C:8]([NH:7][C:3]1[CH:2]=[N:1][CH:6]=[CH:5][CH:4]=1)=[O:22])[CH3:29] |f:1.2|. Reported procedure: To a suspension of N-(3-pyridyl)-3(R)-(tert-butoxycarbonylamino)succinamic acid (1 g) and sodium hydrogen carbonate (0.54 g) in N,N-dimethylformamide (5 ml) was added to a solution of ethyl bromide (1.76 g) in N,N-dimethylformamide (5 ml). After stirring at room temperature for 4 days, the mixture was poured into water and extracted with ethyl acetate. The extract was washed with water and brine, and dried over MgSO4, and evaporated in vacuo. The residue was purified by column chromatography on ... The reactants are alkyne, C(C1=CC=CC=C1)N(C1(CC1)C1=CC=C(C=C1)C#C[Si](C)(C)C)CC1=CC=CC=C1 (dibenzyl-[1-(4-trimethylsilanylethynyl-phenyl)-cyclopropyl]-amine), C(C1=CC=CC=C1)N(C1(CC1)C1=CC=C(C=C1)C#C[Si](C)(C)C)CC1=CC=CC=C1 (dibenzyl-[1-(4-trimethylsilanylethynyl-phenyl)-cyclopropyl]-amine), C([O-])([O-])=O.[K+].[K+] (potassium carbonate). The solvent is CO (methanol). Conditions: time 8 hour. Product: C(C1=CC=CC=C1)N(C1(CC1)C1=CC=C(C=C1)C#C)CC1=CC=CC=C1 (Dibenzyl-[1-(4-ethynylphenyl)-cyclopropyl]-amine). As a reaction SMILES: [CH2:1]([N:8]([CH2:24][C:25]1[CH:30]=[CH:29][CH:28]=[CH:27][CH:26]=1)[C:9]1([C:12]2[CH:17]=[CH:16][C:15]([C:18]#[C:19][Si](C)(C)C)=[CH:14][CH:13]=2)[CH2:11][CH2:10]1)[C:2]1[CH:7]=[CH:6][CH:5]=[CH:4][CH:3]=1.C(=O)([O-])[O-].[K+].[K+]>CO>[CH2:24]([N:8]([CH2:1][C:2]1[CH:7]=[CH:6][CH:5]=[CH:4][CH:3]=1)[C:9]1([C:12]2[CH:13]=[CH:14][C:15]([C:18]#[CH:19])=[CH:16][CH:17]=2)[CH2:11][CH2:10]1)[C:25]1[CH:26]=[CH:27][CH:28]=[CH:29][CH:30]=1 |f:1.2.3|. Reported procedure: Using General Procedure E; dibenzyl-[1-(4-trimethylsilanylethynyl-phenyl)-cyclopropyl]-amine (Intermediate 128, 100.0 mg, 0.26 mmol) in methanol (5 mL) was treated with potassium carbonate (60.0 mg, 0.44 mmol) and stirred overnight at ambient temperature. The crude alkyne (80 mg, 99%) was used directly in the next reaction.